From a dataset of the Open Reaction Database (ORD), a public repository of structured organic reaction records. describe an organic reaction: reactants, conditions, products, and yield As a reaction SMILES: [H-].[Na+].[CH:3]([CH:5]1[NH:9][C:8](=[O:10])[CH2:7][CH2:6]1)=[CH2:4].[C:11]([C:15]1[CH:20]=[C:19]([C:21]([CH3:24])([CH3:23])[CH3:22])[CH:18]=[CH:17][C:16]=1[O:25][C@H:26]([CH3:30])[C:27](Cl)=[O:28])([CH3:14])([CH3:13])[CH3:12].O>C1(C)C=CC=CC=1>[C:11]([C:15]1[CH:20]=[C:19]([C:21]([CH3:23])([CH3:22])[CH3:24])[CH:18]=[CH:17][C:16]=1[O:25][C@H:26]([CH3:30])[C:27]([N:9]1[C@H:5]([CH:3]=[CH2:4])[CH2:6][CH2:7][C:8]1=[O:10])=[O:28])([CH3:12])([CH3:13])[CH3:14] |f:0.1|. Run at temperature 25 celsius. Isolated yield 48.5%. Run in C1(=CC=CC=C1)C (toluene), C1(=CC=CC=C1)C (toluene), C1(=CC=CC=C1)C (toluene). Procedure details: To 60% sodium hydride (74 mg, 2.2 mmol) in toluene (10 mL) at 0° C. was added dropwise a solution of 5-vinylpyrrolidin-2-one (222 mg, 2.0 mmol) in toluene (5 mL) over a 5 min period. The cooling bath was removed and the solution was allowed to warm to 25° C. to ensure complete generation of the anion. To the anion at 25° C. was added dropwise a solution of (2R)-2-(2,4-di-t-butylphenyloxy)propanoyl chloride (16, 716 mg, 2.2 mmol) in toluene (5 mL) over a 5 min period. TLC indicated that the react... Product: C(C)(C)(C)C1=C(C=CC(=C1)C(C)(C)C)O[C@@H](C(=O)N1C(CC[C@H]1C=C)=O)C ((5S)-N-((2R)-2-(2,4-di-t-butylphenyloxy)propanoyl)-5 -ethenylpyrrolidin-2-one). Starting materials: [H-].[Na+] (sodium hydride), C(=C)C1CCC(N1)=O (5-vinylpyrrolidin-2-one), acid chloride, C(C)(C)(C)C1=C(C=CC(=C1)C(C)(C)C)O[C@@H](C(=O)Cl)C ((2R)-2-(2,4-Di-t-butylphenyloxy)propanoyl chloride), O (Water). Starting materials: CC1(S(CCC(C1)C1=CNC2=C(C=C(C=C12)B1OC(C(O1)(C)C)(C)C)C(=O)N)(=O)=O)C (3-(2,2-Dimethyl-1,1-dioxidotetrahydro-2H-thiopyran-4-yl)-5-(4,4,5,5-tetramethyl-1,3,2-dioxaborolan-2-yl)-1H-indole-7-carboxamide), BrC1=CC=C(S1)S(=O)(=O)N1CCCC1 (1-[(5-bromo-2-thienyl)sulfonyl]pyrrolidine), C([O-])([O-])=O.[K+].[K+] (potassium carbonate). Reagents/catalysts: C1=CC=C(C=C1)P([C-]2C=CC=C2)C3=CC=CC=C3.C1=CC=C(C=C1)P([C-]2C=CC=C2)C3=CC=CC=C3.Cl[Pd]Cl.[Fe+2].C(Cl)Cl (PdCl2(dppf) CH2Cl2). The solvent is O1CCOCC1 (1,4-dioxane), O (water). Reaction conditions: temperature 100 celsius. The product is CC1(S(CCC(C1)C1=CNC2=C(C=C(C=C12)C=1SC(=CC1)S(=O)(=O)N1CCCC1)C(=O)N)(=O)=O)C (3-(2,2-Dimethyl-1,1-dioxidotetrahydro-2H-thiopyran-4-yl)-5-[5-(1-pyrrolidinylsulfonyl)-2-thienyl]-1H-indole-7-carboxamide). Yield: 21.4%. RXN SMILES: [CH3:1][C:2]1([CH3:31])[CH2:7][CH:6]([C:8]2[C:16]3[C:11](=[C:12]([C:26]([NH2:28])=[O:27])[CH:13]=[C:14](B4OC(C)(C)C(C)(C)O4)[CH:15]=3)[NH:10][CH:9]=2)[CH2:5][CH2:4][S:3]1(=[O:30])=[O:29].Br[C:33]1[S:37][C:36]([S:38]([N:41]2[CH2:45][CH2:44][CH2:43][CH2:42]2)(=[O:40])=[O:39])=[CH:35][CH:34]=1.C(=O)([O-])[O-].[K+].[K+]>O1CCOCC1.O.C1C=CC(P(C2C=CC=CC=2)[C-]2C=CC=C2)=CC=1.C1C=CC(P(C2C=CC=CC=2)[C-]2C=CC=C2)=CC=1.Cl[Pd]Cl.[Fe+2].C(Cl)Cl>[CH3:1][C:2]1([CH3:31])[CH2:7][CH:6]([C:8]2[C:16]3[C:11](=[C:12]([C:26]([NH2:28])=[O:27])[CH:13]=[C:14]([C:33]4[S:37][C:36]([S:38]([N:41]5[CH2:45][CH2:44][CH2:43][CH2:42]5)(=[O:39])=[O:40])=[CH:35][CH:34]=4)[CH:15]=3)[NH:10][CH:9]=2)[CH2:5][CH2:4][S:3]1(=[O:30])=[O:29] |f:2.3.4,7.8.9.10.11|. Procedure: 3-(2,2-Dimethyl-1,1-dioxidotetrahydro-2H-thiopyran-4-yl)-5-(4,4,5,5-tetramethyl-1,3,2-dioxaborolan-2-yl)-1H-indole-7-carboxamide (75 mg, 0.17 mmol), 1-[(5-bromo-2-thienyl)sulfonyl]pyrrolidine (60 mg, 0.17 mmol, 1 eq), PdCl2(dppf)-CH2Cl2 adduct (20 mg, 0.024 mmol, 0.15 eq), and potassium carbonate (100 mg, 0.72 mmol, 4.3 eq) were diluted in a mixture of 1,4-dioxane (3 mL) and water (1.5 mL) in a 2-5 mL microwave tube. The mixture was degassed by bubbling argon through for 5 minutes, then heated i... The reactants are COC(C1=CC=C(C=C1)C#CC1=C(C=C(C=C1)OCC=1N(N=NC1C(C)C)C1=C(C=CC=C1Cl)Cl)C)=O (4-{4-[3-(2,6-Dichloro-phenyl)-5-isopropyl-3H-[1,2,3]triazol-4-ylmethoxy]-2-methyl-phenylethynyl}-benzoic acid methyl ester), [OH-].[Li+] (lithium hydroxide). Run in O1CCOCC1 (dioxane). Conditions: time 8 hour. The product is ClC1=C(C(=CC=C1)Cl)N1N=NC(=C1COC1=CC(=C(C=C1)C#CC1=CC=C(C(=O)O)C=C1)C)C(C)C (4-{4-[3-(2,6-Dichloro-phenyl)-5-isopropyl-3H-[1,2,3]triazol-4-ylmethoxy-]-2-methyl-phenylethynyl}-benzoic acid). Yield: 102.7%. RXN SMILES: C[O:2][C:3](=[O:37])[C:4]1[CH:9]=[CH:8][C:7]([C:10]#[C:11][C:12]2[CH:17]=[CH:16][C:15]([O:18][CH2:19][C:20]3[N:21]([C:28]4[C:33]([Cl:34])=[CH:32][CH:31]=[CH:30][C:29]=4[Cl:35])[N:22]=[N:23][C:24]=3[CH:25]([CH3:27])[CH3:26])=[CH:14][C:13]=2[CH3:36])=[CH:6][CH:5]=1.[OH-].[Li+]>O1CCOCC1>[Cl:35][C:29]1[CH:30]=[CH:31][CH:32]=[C:33]([Cl:34])[C:28]=1[N:21]1[C:20]([CH2:19][O:18][C:15]2[CH:16]=[CH:17][C:12]([C:11]#[C:10][C:7]3[CH:6]=[CH:5][C:4]([C:3]([OH:37])=[O:2])=[CH:9][CH:8]=3)=[C:13]([CH3:36])[CH:14]=2)=[C:24]([CH:25]([CH3:27])[CH3:26])[N:23]=[N:22]1 |f:1.2|. Reported procedure: To an ambient temperature solution of 4-{4-[3-(2,6-Dichloro-phenyl)-5-isopropyl-3H-[1,2,3]triazol-4-ylmethoxy]-2-methyl-phenylethynyl}-benzoic acid methyl ester (32 mg, 0.0599 mmol) in dioxane (2 mL) is added a solution of lithium hydroxide (90 μL, 0.180 mmol, 2.0N in water). The reaction mixture is stirred at room temperature overnight. The reaction is concentrated and the residue is partitioned between Et2O and water. The aqueous layer pH is adjusted to approximately 4 and the aqueous layer is... The reactants are [BH4-], COC(=O)c1ccc2oc3cc(C(C)=O)ccc3c(=O)c2c1, CC(=O)O, [Na+], C1CCOC1. The product is COC(=O)c1ccc2oc3cc(C(C)O)ccc3c(=O)c2c1. Reaction SMILES: [BH4-:23].[C:1]([CH3:2])(=[O:3])[c:4]1[cH:5][c:6]2[o:7][c:8]3[cH:9][cH:10][c:11]([C:19](=[O:20])[O:21][CH3:22])[cH:12][c:13]3[c:14](=[O:18])[c:15]2[cH:16][cH:17]1.[CH3:30][C:31](=[O:32])[OH:33].[Na+:24].[O:25]1[CH2:26][CH2:27][CH2:28][CH2:29]1>>[CH:1]([CH3:2])([OH:3])[c:4]1[cH:5][c:6]2[o:7][c:8]3[cH:9][cH:10][c:11]([C:19](=[O:20])[O:21][CH3:22])[cH:12][c:13]3[c:14](=[O:18])[c:15]2[cH:16][cH:17]1. Starting materials: C(C)(C)N(CC)C(C)C (diisopropylethylamine), C(CC=CC=C)OC1=CC=C(C(C2=CC=C(C=C2)OCCC=CC=C)(C2=CC=CC=C2)OC[C@@H]2[C@H](C[C@@H](O2)N2C(=O)NC(=O)C(C)=C2)O)C=C1 (5'-O-(4,4'-di-3,5-hexadienoxytrityl)thymidine), C(#N)CCOP(N(C(C)C)C(C)C)Cl (2-cyanoethyl-N,N-diisopropylchlorophosphoramidite). Solvent: ClCCl (dichloromethane), ClCCl (dichloromethane). Run at temperature 0 celsius. Yields the product P(O)(N)O[C@H]1C[C@@H](O[C@@H]1COC(C1=CC=C(C=C1)OCCC=CC=C)(C1=CC=C(C=C1)OCCC=CC=C)C1=CC=CC=C1)N1C(=O)NC(=O)C(C)=C1 (5'-O-(4,4'-di-3,5-hexadienoxytrityl)thymidine 3'-phosphoramidite). The yield is 85.4%. Reaction SMILES: [CH2:1]([O:7][C:8]1[CH:50]=[CH:49][C:11]([C:12]([O:32][CH2:33][C@H:34]2[O:38][C@@H:37]([N:39]3[CH:47]=[C:45]([CH3:46])[C:43](=[O:44])[NH:42][C:40]3=[O:41])[CH2:36][C@@H:35]2[OH:48])([C:26]2[CH:31]=[CH:30][CH:29]=[CH:28][CH:27]=2)[C:13]2[CH:18]=[CH:17][C:16]([O:19][CH2:20][CH2:21][CH:22]=[CH:23][CH:24]=[CH2:25])=[CH:15][CH:14]=2)=[CH:10][CH:9]=1)[CH2:2][CH:3]=[CH:4][CH:5]=[CH2:6].C(N(C(C)C)CC)(C)C.C(CC[O:64][P:65](Cl)[N:66](C(C)C)C(C)C)#N>ClCCl>[P:65]([O:48][C@@H:35]1[C@@H:34]([CH2:33][O:32][C:12]([C:26]2[CH:31]=[CH:30][CH:29]=[CH:28][CH:27]=2)([C:11]2[CH:49]=[CH:50][C:8]([O:7][CH2:1][CH2:2][CH:3]=[CH:4][CH:5]=[CH2:6])=[CH:9][CH:10]=2)[C:13]2[CH:14]=[CH:15][C:16]([O:19][CH2:20][CH2:21][CH:22]=[CH:23][CH:24]=[CH2:25])=[CH:17][CH:18]=2)[O:38][C@@H:37]([N:39]2[CH:47]=[C:45]([CH3:46])[C:43](=[O:44])[NH:42][C:40]2=[O:41])[CH2:36]1)([NH2:66])[OH:64]. Reported procedure: Compound 31 (3.0 grams, 4.43 mmol) was dissolved in anhydrous dichloromethane and diisopropylethylamine (2.7 mL; 15.5 mmol) was added. The solution was cooled to 0° C. and 2-cyanoethyl-N,N-diisopropylchlorophosphoramidite (2.0 mL, 8.86 mmol) was added. The reaction mixture was allowed to warm to room temperature with stirring under argon. After 4 hours the solution was diluted with dichloromethane and washed with a 5% aqueous solution of sodium bicarbonate (2×). The organic phase was dried (MgSO... Starting materials: N(=[N+]=[N-])[C@H]1[C@@H](OC(C)=O)O[C@H]([C@@H]([C@H]1OC(C)=O)OC(C)=O)COC(C)=O (2-Azido-2-deoxy-1,3,4,6-tetra-O-acetyl-β-L-mannopyranose), C(CCC)O (n-butanol). The solvent is Cl (hydrochloric acid). Run at time 10 hour. Yields the product N(=[N+]=[N-])[C@H]1C(O)O[C@H]([C@@H]([C@H]1O)O)CO (2-Azido-2-deoxy-L-mannopyranose). The yield is 82.0%. As a reaction SMILES: [N:1]([C@@H:4]1[C@H:13]([O:14]C(=O)C)[C@@H:12]([O:18]C(=O)C)[C@H:11]([CH2:22][O:23]C(=O)C)[O:10][C@@H:5]1[O:6]C(=O)C)=[N+:2]=[N-:3].C(O)CCC>Cl>[N:1]([C@@H:4]1[C@H:13]([OH:14])[C@@H:12]([OH:18])[C@H:11]([CH2:22][OH:23])[O:10][CH:5]1[OH:6])=[N+:2]=[N-:3]. Reported procedure: A solution of Compound 9 (541 mg, 1.45 mmol) in 3N aqueous hydrochloric acid (100 mL) was warmed until solution became clear and then stirred at room temperature. After 10 hours, n-butanol was added and the solution was evaporated. The residue was chromatographed on a flash column with CHCl3—MeOH (4:1) to give 0.244 g of Compound 9a in 82 percent yield. Starting materials: [Al+3], ClCCl, CC#C[Si](C)(C)C, COC(=O)C1CCC(OC)N1C(=O)OC, [Cl-], [Cl-], [Cl-], Cl[Sn](Cl)(Cl)Cl. Yields the product CC=CC1CCC(C(=O)OC)N1C(=O)OC. Reaction SMILES: [Al+3:29].[CH2:32]([Cl:33])[Cl:34].[CH3:16][Si:17]([CH3:18])([CH3:19])[C:20]#[C:21][CH3:22].[CH3:1][O:2][CH:3]1[CH2:4][CH2:5][CH:6]([C:12](=[O:13])[O:14][CH3:15])[N:7]1[C:8](=[O:9])[O:10][CH3:11].[Cl-:28].[Cl-:30].[Cl-:31].[Sn:23]([Cl:24])([Cl:25])([Cl:26])[Cl:27]>>[CH:3]1([CH:20]=[CH:21][CH3:22])[CH2:4][CH2:5][CH:6]([C:12](=[O:13])[O:14][CH3:15])[N:7]1[C:8](=[O:9])[O:10][CH3:11]. Reactants: N#CSCCl, OC(=S)c1cccc(C(F)(F)F)c1. The product is N#CSCOC(=S)c1cccc(C(F)(F)F)c1. RXN SMILES: [Cl:14][CH2:15][S:16][C:17]#[N:18].[F:1][C:2]([c:3]1[cH:4][c:5]([C:6](=[S:7])[OH:8])[cH:9][cH:10][cH:11]1)([F:12])[F:13]>>[F:1][C:2]([c:3]1[cH:4][c:5]([C:6](=[S:7])[O:8][CH2:15][S:16][C:17]#[N:18])[cH:9][cH:10][cH:11]1)([F:12])[F:13]. The reactants are CCC(=O)Cl, CN(C)C=O, [H-], [Na+], O, Cc1cc2c(cc1C(=O)N(C(C)C)C1CCCN(C(=O)OC(C)(C)C)C1)N(CCO)C(=O)C(C)(C)O2. Product: CCC(=O)OCCN1C(=O)C(C)(C)Oc2cc(C)c(C(=O)N(C(C)C)C3CCCN(C(=O)OC(C)(C)C)C3)cc21. Reaction SMILES: [C:44]([CH2:45][CH3:46])(=[O:47])[Cl:48].[CH3:39][N:40]([CH3:41])[CH:42]=[O:43].[H-:37].[Na+:38].[OH2:49].[OH:1][CH2:2][CH2:3][N:4]1[C:5](=[O:36])[C:6]([CH3:34])([CH3:35])[O:7][c:8]2[c:9]1[cH:10][c:11]([C:15](=[O:16])[N:17]([CH:18]1[CH2:19][N:20]([C:24](=[O:25])[O:26][C:27]([CH3:28])([CH3:29])[CH3:30])[CH2:21][CH2:22][CH2:23]1)[CH:31]([CH3:32])[CH3:33])[c:12]([CH3:14])[cH:13]2>>[O:1]([CH2:2][CH2:3][N:4]1[C:5](=[O:36])[C:6]([CH3:34])([CH3:35])[O:7][c:8]2[c:9]1[cH:10][c:11]([C:15](=[O:16])[N:17]([CH:18]1[CH2:19][N:20]([C:24](=[O:25])[O:26][C:27]([CH3:28])([CH3:29])[CH3:30])[CH2:21][CH2:22][CH2:23]1)[CH:31]([CH3:32])[CH3:33])[c:12]([CH3:14])[cH:13]2)[C:44]([CH2:45][CH3:46])=[O:47]. The reactants are CI, [H-], [Na+], CN(C)C=O, O, C=CCOC(=O)N1CC=C(C(=O)OC)C1CO. Yields the product C=CCOC(=O)N1CC=C(C(=O)OC)C1COC. Reaction SMILES: [CH3:20][I:21].[H-:18].[Na+:19].[O:23]=[CH:24][N:25]([CH3:26])[CH3:27].[OH2:22].[OH:1][CH2:2][CH:3]1[N:4]([C:12](=[O:13])[O:14][CH2:15][CH:16]=[CH2:17])[CH2:5][CH:6]=[C:7]1[C:8](=[O:9])[O:10][CH3:11]>>[O:1]([CH2:2][CH:3]1[N:4]([C:12](=[O:13])[O:14][CH2:15][CH:16]=[CH2:17])[CH2:5][CH:6]=[C:7]1[C:8](=[O:9])[O:10][CH3:11])[CH3:20].